This data is from the Open Reaction Database (ORD), a public repository of structured organic reaction records. The task is: describe an organic reaction: reactants, conditions, products, and yield Starting materials: C([O-])([O-])=O.[Cs+].[Cs+] (Cesium carbonate), OC=1C=C(C(=O)NC2=NC(=NS2)C)C=C(C1)O[C@H](CO)C (3-hydroxy-5-{[(1S)-2-hydroxy-1-methylethyl]oxy}-N-(3-methyl-1,2,4-thiadiazol-5-yl)benzamide), FC1=CC2=C(C(N(CCO2)C)=O)C=C1 (8-fluoro-4-methyl-3,4-dihydro-1,4-benzoxazepin-5(2H)-one). Run in CC(=O)N(C)C (DMA). Run at temperature 160 celsius. Product: CC1OC2=C(C(N1C)=O)C=CC(=C2)OC=2C=C(C(=O)NC1=NC(=NS1)C)C=C(C2)O[C@H](CO)C (3-[(2,3-Dimethyl-4-oxo-3,4-dihydro-2H-1,3-benzoxazin-7-yl)oxy]-5-{[(1S)-2-hydroxy-1-methylethyl]oxy}-N-(3-methyl-1,2,4-thiadiazol-5-yl)benzamide). Yield: 64.4%. RXN SMILES: C(=O)([O-])[O-].[Cs+].[Cs+].[OH:7][C:8]1[CH:9]=[C:10]([CH:20]=[C:21]([O:23][C@@H:24]([CH3:27])[CH2:25][OH:26])[CH:22]=1)[C:11]([NH:13][C:14]1[S:18][N:17]=[C:16]([CH3:19])[N:15]=1)=[O:12].F[C:29]1[CH:41]=[CH:40][C:32]2[C:33](=[O:39])[N:34]([CH3:38])[CH2:35][CH2:36][O:37][C:31]=2[CH:30]=1>CC(N(C)C)=O>[CH3:35][CH:36]1[N:34]([CH3:38])[C:33](=[O:39])[C:32]2[CH:40]=[CH:41][C:29]([O:7][C:8]3[CH:9]=[C:10]([CH:20]=[C:21]([O:23][C@@H:24]([CH3:27])[CH2:25][OH:26])[CH:22]=3)[C:11]([NH:13][C:14]3[S:18][N:17]=[C:16]([CH3:19])[N:15]=3)=[O:12])=[CH:30][C:31]=2[O:37]1 |f:0.1.2|. Reported procedure: Cesium carbonate (489 mg, 1.5 mmol) was added to a solution of 3-hydroxy-5-{[(1S)-2-hydroxy-1-methylethyl]oxy}-N-(3-methyl-1,2,4-thiadiazol-5-yl)benzamide (155 mg, 0.5 mmol) and 8-fluoro-4-methyl-3,4-dihydro-1,4-benzoxazepin-5(2H)-one (117 mg, 0.6 mmol) in DMA (5 mL) and the stirred mixture heated at 160° C. in a microwave reactor for 8 hours. The mixture was cooled to RT and pressure, the DMA removed in vacuo, and the residue partitioned between water (25 mL) and ethyl acetate (30 mL). The mixt...